Dataset: the Open Reaction Database (ORD), a public repository of structured organic reaction records. Task: describe an organic reaction: reactants, conditions, products, and yield Starting materials: ClCCN1N=NN(C1=O)CC (1-(2-chloroethyl)-4-ethyl-1,4-dihydro-5H-tetrazol-5-one), Cl.O=C(CC)N(C1=CC=CC=C1)C1(CCNCC1)C(=O)OC (methyl 4-[N-(1-oxopropyl)N-phenylamino]-4-piperidinecarboxylate hydrochloride), C([O-])([O-])=O.[Na+].[Na+] (sodium carbonate), [I-].[K+] (potassium iodide). Run in CC(CC(C)=O)C (4-methyl-2-pentanone), O (water). Product: C(C(=O)O)(=O)O.C(C)N1N=NN(C1=O)CCN1CCC(CC1)(C(=O)OC)N(C1=CC=CC=C1)C(CC)=O (methyl 1-[2-(4-ethyl-4,5-dihydro-5-oxo-1H-tetrazol-1-yl)ethyl]-4-[(1-oxopropyl)phenylamino]-4-piperidinecarboxylate ethanedioate). The yield is 13.0%. Reaction SMILES: Cl[CH2:2][CH2:3][N:4]1[C:8](=[O:9])[N:7]([CH2:10][CH3:11])[N:6]=[N:5]1.Cl.[O:13]=[C:14]([N:17]([C:24]1([C:30]([O:32][CH3:33])=[O:31])[CH2:29][CH2:28][NH:27][CH2:26][CH2:25]1)[C:18]1[CH:23]=[CH:22][CH:21]=[CH:20][CH:19]=1)[CH2:15][CH3:16].[C:34](=[O:37])([O-:36])[O-].[Na+].[Na+].[I-].[K+]>O.CC(C)CC(=O)C>[C:30]([OH:32])(=[O:31])[C:34]([OH:36])=[O:37].[CH2:10]([N:7]1[C:8](=[O:9])[N:4]([CH2:3][CH2:2][N:27]2[CH2:28][CH2:29][C:24]([N:17]([C:14](=[O:13])[CH2:15][CH3:16])[C:18]3[CH:19]=[CH:20][CH:21]=[CH:22][CH:23]=3)([C:30]([O:32][CH3:33])=[O:31])[CH2:25][CH2:26]2)[N:5]=[N:6]1)[CH3:11] |f:1.2,3.4.5,6.7,10.11|. Procedure: A mixture of 3.6 parts of 1-(2-chloroethyl)-4-ethyl-1,4-dihydro-5H-tetrazol-5-one, 6.4 parts of methyl 4-[N-(1-oxopropyl)N-phenylamino]-4-piperidinecarboxylate hydrochloride, 4 parts of sodium carbonate, 0.1 parts of potassium iodide and 240 parts of 4-methyl-2-pentanone is stirred and refluxed overnight with water-separator. The reaction mixture is cooled and poured onto water. The organic phase is separated, dried, filtered and evaporated. The residue is purified by column-chromatography over ... Reactants: C=C1C(=O)C2CCN1CC2, CO, Cl, [K+], [K+], O=C([O-])[O-], O. Yields the product CC1C(=O)C2CCN1CC2. Reaction SMILES: [CH2:3]=[C:4]1[N:5]2[CH2:6][CH2:7][CH:8]([C:9]1=[O:10])[CH2:11][CH2:12]2.[CH3:19][OH:20].[ClH:2].[K+:13].[K+:14].[O-:15][C:16]([O-:17])=[O:18].[OH2:1]>>[CH3:3][CH:4]1[N:5]2[CH2:6][CH2:7][CH:8]([C:9]1=[O:10])[CH2:11][CH2:12]2. Reactants: O=C(CC(Cc1ccccc1)C(=O)N1C(=O)OCC1Cc1ccccc1)N1CCOCC1, [Li+], C1CCOC1, [OH-], O, O. The product is O=C(O)C(CC(=O)N1CCOCC1)Cc1ccccc1. Reaction SMILES: [CH2:4]([CH:5]1[CH2:6][O:7][C:8](=[O:9])[N:10]1[C:17]([CH:18]([CH2:19][C:20](=[O:21])[N:22]1[CH2:23][CH2:24][O:25][CH2:26][CH2:27]1)[CH2:28][c:29]1[cH:30][cH:31][cH:32][cH:33][cH:34]1)=[O:35])[c:11]1[cH:12][cH:13][cH:14][cH:15][cH:16]1.[Li+:3].[O:36]1[CH2:37][CH2:38][CH2:39][CH2:40]1.[OH-:2].[OH2:1].[OH2:41]>>[O:1]=[C:17]([CH:18]([CH2:19][C:20](=[O:21])[N:22]1[CH2:23][CH2:24][O:25][CH2:26][CH2:27]1)[CH2:28][c:29]1[cH:30][cH:31][cH:32][cH:33][cH:34]1)[OH:35]. The reactants are COC1=CC=C(C=C1)C#C (4-methoxyphenylacetylene), IC1=CC=NC=C1 (4-iodopyridine), cuprous iodide. The reagents and catalysts are Cl[Pd]([P](C1=CC=CC=C1)(C2=CC=CC=C2)C3=CC=CC=C3)([P](C4=CC=CC=C4)(C5=CC=CC=C5)C6=CC=CC=C6)Cl (bis(triphenylphosphine)palladium(II) dichloride). Solvent: O1CCCC1 (tetrahydrofuran), C(C)N(CC)CC (triethylamine). Product: COC1=CC=C(C=C1)C#CC1=CC=NC=C1 (4-(2-(4-methoxyphenyl)ethynyl)pyridine). RXN SMILES: [CH3:1][O:2][C:3]1[CH:8]=[CH:7][C:6]([C:9]#[CH:10])=[CH:5][CH:4]=1.I[C:12]1[CH:17]=[CH:16][N:15]=[CH:14][CH:13]=1>O1CCCC1.C(N(CC)CC)C.Cl[Pd](Cl)([P](C1C=CC=CC=1)(C1C=CC=CC=1)C1C=CC=CC=1)[P](C1C=CC=CC=1)(C1C=CC=CC=1)C1C=CC=CC=1>[CH3:1][O:2][C:3]1[CH:8]=[CH:7][C:6]([C:9]#[C:10][C:12]2[CH:17]=[CH:16][N:15]=[CH:14][CH:13]=2)=[CH:5][CH:4]=1 |^1:32,51|. Procedure details: A mixture of 4-methoxyphenylacetylene (2.86 g, 21.7 mmol), 4-iodopyridine (4.44 g, 21.7 mmol), cuprous iodide (206 mg, 1.08 mmol), bis(triphenylphosphine)palladium(II) dichloride (758 mg, 1.08 mmol) in tetrahydrofuran (40 mL) and triethylamine (20 mL) was heated at reflux for 2 h. The mixture was filtered, concentrated, and the residue chromaptographed on silica in 1:1 ethyl acetate-hexanes giving 2.45 g (54%) of a yellow solid. 1H NMR (CDCl3, 400 mHz) δ 9.2 (very broad, 2H), 7.57 (br, 2H), 7.48... Reactants: C(C#C)Br (propargyl bromide), C(C)(C)C(=O)C (methyl isopropyl ketone), [OH-].[K+] (potassium hydroxide), C1(=CC=CC=C1)C (toluene). The reagents and catalysts are [Br-].C(CCC)[N+](CCCC)(CCCC)CCCC (tetrabutylammonium bromide). Conditions: temperature 45 celsius, time 12 hour. Product: CC(CC#C)(C(C)=O)C (4,4-dimethyl-hex-1-in-5-one). Yield: 54.0%. Reaction SMILES: [OH-].[K+].[CH2:3](Br)[C:4]#[CH:5].C([C:10]([CH3:12])=[O:11])(C)C.[C:13]1(C)[CH:18]=CC=C[CH:14]=1>[Br-].C([N+](CCCC)(CCCC)CCCC)CCC>[CH3:3][C:4]([CH3:5])([C:10](=[O:11])[CH3:12])[CH2:18][C:13]#[CH:14] |f:0.1,5.6|. Procedure: 70 g (1.1 mols) of powdered technical grade potassium hydroxide (88% strength) and 10 g of tetrabutylammonium bromide in 250 ml of toluene are initially introduced. A mixture if 119 g (1 mol) of propargyl bromide and 103.2 g (1.2 mols) of methyl isopropyl ketone is then added dropwise so that the temperature does not exceed 45° C. The mixture is stirred for a further 12 hours at 45° C., and is worked up according to Example 1. 67 g (54% of theory) of 4,4-dimethyl-hex-1-in-5-one of boiling point ... Starting materials: CC(C)(C)OC(=O)N1CCC(C(=O)O)CC1, N#Cc1ccc(C(=O)NCc2ccc(OCCCOc3ccc(CN)cc3)cc2)cc1. Yields the product CC(C)(C)OC(=O)N1CCC(C(=O)NCc2ccc(OCCCOc3ccc(CNC(=O)c4ccc(C#N)cc4)cc3)cc2)CC1. Reaction SMILES: [C:32](=[O:33])([O:34][C:35]([CH3:36])([CH3:37])[CH3:38])[N:39]1[CH2:40][CH2:41][CH:42]([C:43](=[O:44])[OH:45])[CH2:46][CH2:47]1.[NH2:1][CH2:2][c:3]1[cH:4][cH:5][c:6]([O:7][CH2:8][CH2:9][CH2:10][O:11][c:12]2[cH:13][cH:14][c:15]([CH2:16][NH:17][C:18]([c:19]3[cH:20][cH:21][c:22]([C:25]#[N:26])[cH:23][cH:24]3)=[O:27])[cH:28][cH:29]2)[cH:30][cH:31]1>>[NH:1]([CH2:2][c:3]1[cH:4][cH:5][c:6]([O:7][CH2:8][CH2:9][CH2:10][O:11][c:12]2[cH:13][cH:14][c:15]([CH2:16][NH:17][C:18]([c:19]3[cH:20][cH:21][c:22]([C:25]#[N:26])[cH:23][cH:24]3)=[O:27])[cH:28][cH:29]2)[cH:30][cH:31]1)[C:43]([CH:42]1[CH2:41][CH2:40][N:39]([C:32](=[O:33])[O:34][C:35]([CH3:36])([CH3:37])[CH3:38])[CH2:47][CH2:46]1)=[O:44].